Dataset: the Open Reaction Database (ORD), a public repository of structured organic reaction records. Task: describe an organic reaction: reactants, conditions, products, and yield Reactants: F[B-](F)(F)F, CC(=O)O, CCOC(C)=O, CCN(C(C)C)C(C)C, NCc1ccc(OC(F)(F)F)cc1, CN(C)C=O, CN(C)C(On1nnc2ccccc21)=[N+](C)C. Yields the product CC(=O)NCc1ccc(OC(F)(F)F)cc1. Reaction SMILES: [B-:18]([F:19])([F:20])([F:21])[F:22].[CH3:14][C:15]([OH:16])=[O:17].[CH3:54][CH2:55][O:56][C:57](=[O:58])[CH3:59].[CH:40]([N:41]([CH2:42][CH3:43])[CH:44]([CH3:45])[CH3:46])([CH3:47])[CH3:48].[F:1][C:2]([O:3][c:4]1[cH:5][cH:6][c:7]([CH2:8][NH2:9])[cH:10][cH:11]1)([F:12])[F:13].[O:49]=[CH:50][N:51]([CH3:52])[CH3:53].[n:23]1([O:24][C:25]([N:26]([CH3:27])[CH3:28])=[N+:29]([CH3:30])[CH3:31])[c:32]2[cH:33][cH:34][cH:35][cH:36][c:37]2[n:38][n:39]1>>[F:1][C:2]([O:3][c:4]1[cH:5][cH:6][c:7]([CH2:8][NH:9][C:15]([CH3:14])=[O:16])[cH:10][cH:11]1)([F:12])[F:13]. The reactants are N1C=CC=2C1=NC=CC2 (1H-pyrrolo[2,3-b]pyridine), C=O (formaldehyde), N1=C(C=CC=C1)N1CCNCC1 (1-(2-pyridinyl)piperazine), C(C)(=O)[O-].[Na+] (sodium acetate). Product: N1=C(C=CC=C1)N1CCN(CC1)CC1=CC=2C(=NC=CC2)N1 (2-{[4-(2-pyridinyl)-1-piperazinyl]methyl}-1H-pyrrolo[2,3-b]pyridine). Reaction SMILES: [NH:1]1[C:5]2=[N:6][CH:7]=[CH:8][CH:9]=[C:4]2[CH:3]=[CH:2]1.[N:10]1[CH:15]=[CH:14][CH:13]=[CH:12][C:11]=1[N:16]1[CH2:21][CH2:20][NH:19][CH2:18][CH2:17]1.[C:22]([O-])(=O)C.[Na+].C=O>>[N:10]1[CH:15]=[CH:14][CH:13]=[CH:12][C:11]=1[N:16]1[CH2:17][CH2:18][N:19]([CH2:22][C:2]2[NH:1][C:5]3=[N:6][CH:7]=[CH:8][CH:9]=[C:4]3[CH:3]=2)[CH2:20][CH2:21]1 |f:2.3|. Procedure: 1H-pyrrolo[2,3-b]pyridine (47 mg, 0.40 mmol), 1-(2-pyridinyl)piperazine (65 mg, 0.48 mmol), sodium acetate (72 mg, 0.53 mmol), and formaldehyde (0.48 mmol) were processed as described in Example 18 to provide the title compound. 1H NMR (300 MHz, DMSO-d6) δ 2.49 (m, 4H) 3.45 (m, 4H) 3.67 (s, 2H) 5.59 (s, 1H) 6.60 (dd, J=6.78, 5.09 Hz, 1H) 6.77 (d, J=8.82 Hz, 1H) 7.04 (dd, J=7.97, 4.58 Hz, 1H) 7.49 (m, 2H) 8.06 (m, 1H) 8.19 (dd, J=4.75, 1.70 Hz, 1H) (ESI) 294 m/z (M+H)+. The reactants are C(C1=CC=CC=C1)OC=1C=CC(=NC1)C (5-benzyloxy-2-methylpyridine), ClC1=CC(=CC=C1)C(=O)OO (m-chloroperbenzoic acid). The solvent is C(Cl)(Cl)Cl (chloroform). The product is C(C1=CC=CC=C1)OC=1C=CC(=[N+](C1)[O-])C (5-benzyloxy-2-methylpyridine-N-oxide). Reaction SMILES: [CH2:1]([O:8][C:9]1[CH:10]=[CH:11][C:12]([CH3:15])=[N:13][CH:14]=1)[C:2]1[CH:7]=[CH:6][CH:5]=[CH:4][CH:3]=1.ClC1C=CC=C(C(OO)=[O:24])C=1>C(Cl)(Cl)Cl>[CH2:1]([O:8][C:9]1[CH:10]=[CH:11][C:12]([CH3:15])=[N+:13]([O-:24])[CH:14]=1)[C:2]1[CH:3]=[CH:4][CH:5]=[CH:6][CH:7]=1. Reported procedure: A solution of 38.1 g. (0.1915 mol) of 5-benzyloxy-2-methylpyridine in 1 l. of chloroform is treated at 25°C. with 42.7 g. of 85% m-chloroperbenzoic acid. Ater one hour the solution is washed with 5% aqueous sodium carbonate, water, dried and evaporated to give 5-benzyloxy-2-methylpyridine-N-oxide, m.p. 87°-89°C. Starting materials: N(N)C1=C(C(=O)O)C=CC=C1 (2-hydrazinobenzoic acid), C(C)CCCC(=O)CC(=O)[O-] (ethylbutyrylacetate). Product: O=C1CC(=NN1C1=C(C(=O)O)C=CC=C1)CCC (2-(4,5-dihydro- 5-oxo-3-propyl-1H-pyrazol-1-yl)-benzoic acid). As a reaction SMILES: [NH:1]([C:3]1[CH:11]=[CH:10][CH:9]=[CH:8][C:4]=1[C:5]([OH:7])=[O:6])[NH2:2].[CH2:12]([CH2:14][CH2:15][CH2:16][C:17](CC([O-])=O)=[O:18])[CH3:13]>>[O:18]=[C:17]1[N:1]([C:3]2[CH:11]=[CH:10][CH:9]=[CH:8][C:4]=2[C:5]([OH:7])=[O:6])[N:2]=[C:15]([CH2:14][CH2:12][CH3:13])[CH2:16]1. Procedure: From the reaction of 2-hydrazinobenzoic acid and ethylbutyrylacetate, 2-(4,5-dihydro- 5-oxo-3-propyl-1H-pyrazol-1-yl)-benzoic acid is obtained. Subsequent reaction with 2-ethylaniline yields 2-(4-(2-ethylanilinomethylene)-4,5-dihydro-5-oxo-3-propyl-1H-pyrazol-1-yl)-benzoic acid, Mp 126.9° C. Reactants: ClC=1N=C(C2=CC=C(C=C2C1)S(=O)(=O)N(C=1SC=CN1)CC1=CC=C(C=C1)OC)C1=C(C=C(C=C1)C(F)(F)F)OC (3-chloro-1-(2-methoxy-4-(trifluoromethyl)phenyl)-N-(4-methoxybenzyl)-N-(thiazol-2-yl)isoquinoline-6-sulfonamide), C(#N)[Zn]C#N (dicyanozinc), C(C)(C)(C)P(C1=C(C2=CC=CC=C2C=C1)C1=CC=CC2=CC=CC=C12)C(C)(C)C (racemic-2-di-t-butylphosphino-1,1′-binaphthyl). The reagents and catalysts are FC(C(=O)[O-])(F)F.[Pd+2].FC(C(=O)[O-])(F)F (palladium(ii) trifluoroacetate), [Zn] (zinc). Conditions: temperature 95 celsius, time 30 minute. Product: C(#N)C=1N=C(C2=CC=C(C=C2C1)S(=O)(=O)NC=1SC=CN1)C1=C(C=C(C=C1)C(F)(F)F)OC (3-cyano-1-(2-methoxy-4-(trifluoromethyl)phenyl)-N-(thiazol-2-yl)isoquinoline-6-sulfonamide). RXN SMILES: Cl[C:2]1[N:3]=[C:4]([C:30]2[CH:35]=[CH:34][C:33]([C:36]([F:39])([F:38])[F:37])=[CH:32][C:31]=2[O:40][CH3:41])[C:5]2[C:10]([CH:11]=1)=[CH:9][C:8]([S:12]([N:15](CC1C=CC(OC)=CC=1)[C:16]1[S:17][CH:18]=[CH:19][N:20]=1)(=[O:14])=[O:13])=[CH:7][CH:6]=2.[C:42]([Zn]C#N)#[N:43].C(P(C(C)(C)C)C1C=CC2C(=CC=CC=2)C=1C1C2C(=CC=CC=2)C=CC=1)(C)(C)C>FC(F)(F)C([O-])=O.[Pd+2].FC(F)(F)C([O-])=O.[Zn]>[C:42]([C:2]1[N:3]=[C:4]([C:30]2[CH:35]=[CH:34][C:33]([C:36]([F:38])([F:39])[F:37])=[CH:32][C:31]=2[O:40][CH3:41])[C:5]2[C:10]([CH:11]=1)=[CH:9][C:8]([S:12]([NH:15][C:16]1[S:17][CH:18]=[CH:19][N:20]=1)(=[O:14])=[O:13])=[CH:7][CH:6]=2)#[N:43] |f:3.4.5|. Procedure: A vial was charged with 3-chloro-1-(2-methoxy-4-(trifluoromethyl)phenyl)-N-(4-methoxybenzyl)-N-(thiazol-2-yl)isoquinoline-6-sulfonamide (Intermediate RRR) (59.39 mg, 0.096 mmol), dicyanozinc (22.49 mg, 0.192 mmol), racemic-2-di-t-butylphosphino-1,1′-binaphthyl (Strem Chemical, Newburyport, Mass.) (7.63 mg, 0.019 mmol), palladium(ii) trifluoroacetate (3.18 mg, 9.58 μmol), and zinc (3.13 mg, 0.048 mmol). The vial was flushed with Ar (g), then DMAC (479 μl) was added. The vial was sealed and heated... Reactants: OCCc1ccc(OCc2ccccc2)cc1, C1COCCO1, c1ccc(P(c2ccccc2)c2ccccc2)cc1, Oc1ccc(CCNc2ncnc3nccnc23)cc1. The product is c1ccc(COc2ccc(CCOc3ccc(CCNc4ncnc5nccnc45)cc3)cc2)cc1. Reaction SMILES: [CH2:40]([c:41]1[cH:42][cH:43][cH:44][cH:45][cH:46]1)[O:47][c:48]1[cH:49][cH:50][c:51]([CH2:54][CH2:55][OH:56])[cH:52][cH:53]1.[O:57]1[CH2:58][CH2:59][O:60][CH2:61][CH2:62]1.[c:21]1([P:22]([c:23]2[cH:24][cH:25][cH:26][cH:27][cH:28]2)[c:29]2[cH:30][cH:31][cH:32][cH:33][cH:34]2)[cH:35][cH:36][cH:37][cH:38][cH:39]1.[n:1]1[cH:2][n:3][c:4]([NH:11][CH2:12][CH2:13][c:14]2[cH:15][cH:16][c:17]([OH:20])[cH:18][cH:19]2)[c:5]2[n:6][cH:7][cH:8][n:9][c:10]12>>[n:1]1[cH:2][n:3][c:4]([NH:11][CH2:12][CH2:13][c:14]2[cH:15][cH:16][c:17]([O:20][CH2:55][CH2:54][c:51]3[cH:50][cH:49][c:48]([O:47][CH2:40][c:41]4[cH:42][cH:43][cH:44][cH:45][cH:46]4)[cH:53][cH:52]3)[cH:18][cH:19]2)[c:5]2[n:6][cH:7][cH:8][n:9][c:10]12.